Dataset: the Open Reaction Database (ORD), a public repository of structured organic reaction records. Task: describe an organic reaction: reactants, conditions, products, and yield Reactants: CCOP(=O)(Cn1cc(C)c(=O)c2c(N)cccc21)OCC, CCOP(=O)(Cc1ccc(Nc2ncc(C(F)(F)F)c(Cl)n2)c(OC)c1)OCC, Cl, CNC(=O)c1cc(F)ccc1N. The product is CCOP(=O)(Cc1ccc(Nc2ncc(C(F)(F)F)c(Nc3cccc4c3c(=O)c(C)cn4CP(=O)(OCC)OCC)n2)c(OC)c1)OCC. As a reaction SMILES: [CH2:43]([CH3:44])[O:45][P:46]([O:47][CH2:48][CH3:49])(=[O:50])[CH2:51][n:52]1[cH:53][c:54]([CH3:64])[c:55](=[O:63])[c:56]2[c:57]([NH2:62])[cH:58][cH:59][cH:60][c:61]12.[Cl:13][c:14]1[n:15][c:16]([NH:24][c:25]2[c:26]([O:40][CH3:41])[cH:27][c:28]([CH2:29][P:30]([O:31][CH2:32][CH3:33])([O:34][CH2:35][CH3:36])=[O:37])[cH:38][cH:39]2)[n:17][cH:18][c:19]1[C:20]([F:21])([F:22])[F:23].[ClH:42].[NH2:1][c:2]1[cH:3][cH:4][c:5]([F:6])[cH:7][c:8]1[C:9]([NH:10][CH3:11])=[O:12]>>[c:14]1([NH:62][c:57]2[c:56]3[c:55](=[O:63])[c:54]([CH3:64])[cH:53][n:52]([CH2:51][P:46]([O:45][CH2:43][CH3:44])([O:47][CH2:48][CH3:49])=[O:50])[c:61]3[cH:60][cH:59][cH:58]2)[n:15][c:16]([NH:24][c:25]2[c:26]([O:40][CH3:41])[cH:27][c:28]([CH2:29][P:30]([O:31][CH2:32][CH3:33])([O:34][CH2:35][CH3:36])=[O:37])[cH:38][cH:39]2)[n:17][cH:18][c:19]1[C:20]([F:21])([F:22])[F:23]. Starting materials: polyphosphoric acid, C([O-])(O)=O.[Na+] (sodium bicarbonate), C(C)OC(=O)C=1C(NC2=NC=CC=C2C1)=O (2-oxo-1,2-Dihydro-[1,8]naphthyridine-3-carboxylic Acid Ethyl Ester), C1(=C(C=CC=C1)N)N (1,2-phenylenediamine). Run in polyphosphoric acid, ice water. Reaction conditions: temperature 200 celsius. Yields the product N1C(=NC2=C1C=CC=C2)C=2C(NC1=NC=CC=C1C2)=O (3-(1H-Benzoimidazol-2-yl)-1H-[1,8]naphthyridin-2-one). RXN SMILES: C(O[C:4]([C:6]1[C:7](=[O:16])[NH:8][C:9]2[C:14]([CH:15]=1)=[CH:13][CH:12]=[CH:11][N:10]=2)=O)C.[C:17]1([NH2:24])[CH:22]=[CH:21][CH:20]=[CH:19][C:18]=1[NH2:23].C(=O)(O)[O-].[Na+]>>[NH:23]1[C:18]2[CH:19]=[CH:20][CH:21]=[CH:22][C:17]=2[N:24]=[C:4]1[C:6]1[C:7](=[O:16])[NH:8][C:9]2[C:14]([CH:15]=1)=[CH:13][CH:12]=[CH:11][N:10]=2 |f:2.3|. Procedure: A mixture of 5-3 (300 mg, 1.37 mmol, 1 equiv) and 1,2-phenylenediamine (223 mg, 2.06 mmol, 1.5 equiv) in polyphosphoric acid (8 mL) was heated at 200° C. for 16 h. The hot rxn mixture was poured into ice water (50 mL), and the resulting mixture was allowed to stand until all polyphosphoric acid had dissolved. The acidic suspension was neutralized with saturated aqueous sodium bicarbonate solution, then extracted with ethyl acetate (5×100 mL). The combined organic layers were dried over sodium su... Reactants: C(=O)(O)[O-].[Na+] (NaHCO3), S(=O)(=O)(C)Cl (Mesyl chloride), C(C)(C)(C)OC(NCC[C@H](CO)C1=C(C=C(C=C1)Br)OC)=O ([(S)-3-(4-bromo-2-methoxy-phenyl)-4-hydroxy-butyl]-carbamic acid tert-butyl ester), TEA. Solvent: C(Cl)Cl (DCM). Reaction conditions: temperature -78 celsius, time 1 hour. The product is BrC1=CC(=C(C=C1)[C@@H](COS(=O)(=O)C)CCNC(=O)OC(C)(C)C)OC (methanesulfonic acid (S)-2-(4-bromo-2-methoxy-phenyl)-4-tert-butoxycarbonylamino-butyl ester). Yield: 100.8%. As a reaction SMILES: [S:1](Cl)([CH3:4])(=[O:3])=[O:2].[C:6]([O:10][C:11](=[O:27])[NH:12][CH2:13][CH2:14][C@@H:15]([C:18]1[CH:23]=[CH:22][C:21]([Br:24])=[CH:20][C:19]=1[O:25][CH3:26])[CH2:16][OH:17])([CH3:9])([CH3:8])[CH3:7].C([O-])(O)=O.[Na+]>C(Cl)Cl>[Br:24][C:21]1[CH:22]=[CH:23][C:18]([C@H:15]([CH2:14][CH2:13][NH:12][C:11]([O:10][C:6]([CH3:9])([CH3:8])[CH3:7])=[O:27])[CH2:16][O:17][S:1]([CH3:4])(=[O:3])=[O:2])=[C:19]([O:25][CH3:26])[CH:20]=1 |f:2.3|. Procedure: Mesyl chloride (93.7 μL, 1.21 mmol) was added to a solution of [(S)-3-(4-bromo-2-methoxy-phenyl)-4-hydroxy-butyl]-carbamic acid tert-butyl ester (394 mg, 1.0527 mmol) in DCM (7.5 mL) under argon atmosphere at −78° C., followed by addition of TEA (0.336 mL, 2.42 mmol). The mixture was stirred at −78° C. for 1 hour and then at room temperature for an additional hour. A solution of aqueous NaHCO3 (10%) was added, and the organic layer was separated and dried over Na2SO4. Solvent was evaporated unde... Starting materials: N[C@@H]1C[C@H](N(C1)C(=O)OCC1=CC=CC=C1)C(=O)OC (1-benzyl 2-methyl (2S,4R)-4-aminopyrrolidine-1,2-dicarboxylate), Cl (hydrogen chloride), C(C)OCC (diethyl ether). Run in CO (methanol). Run at temperature 57 celsius. Product: Cl.C(C1=CC=CC=C1)(=O)N[C@@H]1C[C@H](NC1)C(=O)OC ((2S,4R)-methyl 4-benzamidopyrrolidine-2-carboxylate hydrochloride). Reaction SMILES: [ClH:1].C([O:4][CH2:5][CH3:6])C.[NH2:7][C@H:8]1[CH2:12][N:11](C(OCC2C=CC=CC=2)=O)[C@H:10]([C:23]([O:25][CH3:26])=[O:24])[CH2:9]1>CO>[ClH:1].[C:5]([NH:7][C@H:8]1[CH2:12][NH:11][C@H:10]([C:23]([O:25][CH3:26])=[O:24])[CH2:9]1)(=[O:4])[C:6]1[CH:23]=[CH:10][CH:9]=[CH:8][CH:12]=1 |f:4.5|. Procedure: To the above methanol concentrate of (2S,4R)-1-benzyl 2-methyl 4-benzamidopyrrolidine-1,2-dicarboxylate, were added a slurry of 10% Pd/C (dry, 4.1 g) in methanol (100 mL) and cyclohexene (80 mL). The mixture was heated at reflux (57° C.) for 7 h. before being cooled to 20-25° C. Palladium catalyst was filtered off through a pad of Celite, and washed with methanol. The filtrate was concentrated, and cyclohexene was removed as a methanol azetrope. To the final methanol solution was added 1 N hydro...